The task is: describe an organic reaction: reactants, conditions, products, and yield. This data is from the Open Reaction Database (ORD), a public repository of structured organic reaction records. The reactants are solution, C(C1=CC=CC=C1)OC=1C=C(C(=O)O)C=C(C1)OCC1=CC=CC=C1 (3,5-dibenzyloxybenzoic acid), O1CCCC1 (tetrahydrofuran), C[Li] (methyl lithium), O (water), product. Solvent: CCOCC (ether). Reaction conditions: time 1.5 hour. Yields the product CC(=O)C1=CC(=CC(=C1)OCC2=CC=CC=C2)OCC3=CC=CC=C3 (3,5-Dibenzyloxyacetophenone). Reaction SMILES: C[Li].[CH2:3]([O:10][C:11]1[CH:12]=[C:13]([CH:17]=[C:18]([O:20][CH2:21][C:22]2[CH:27]=[CH:26][CH:25]=[CH:24][CH:23]=2)[CH:19]=1)[C:14](O)=O)[C:4]1[CH:9]=[CH:8][CH:7]=[CH:6][CH:5]=1.O1CCC[CH2:29]1.[OH2:33]>CCOCC>[CH3:29][C:14]([C:13]1[CH:12]=[C:11]([O:10][CH2:3][C:4]2[CH:9]=[CH:8][CH:7]=[CH:6][CH:5]=2)[CH:19]=[C:18]([O:20][CH2:21][C:22]2[CH:23]=[CH:24][CH:25]=[CH:26][CH:27]=2)[CH:17]=1)=[O:33]. Procedure details: Over a period of 1.5 hours, methyl lithium (531 ml. of a 2 molar solution, 1.06 M) is added under a nitrogen atmosphere to a rapidly stirring solution of 3,5-dibenzyloxybenzoic acid (175 g., 0.532 M) in ether (250 ml.)-tetrahydrofuran (1400 ml.) maintained at 15°-20° C. After stirring an additional 0.75 hour at 10°-15° C., water (600 ml.) is slowly added keeping the reaction temperature below 20° C. The aqueous layer is separated and extracted with ether (3×250 ml.). The organic phases are combi...